From a dataset of the Open Reaction Database (ORD), a public repository of structured organic reaction records. describe an organic reaction: reactants, conditions, products, and yield The reactants are C(CCC)O (1-butanol), C1(=CC=CC=C1)C (toluene), OC1=C(C(C1=O)=O)O (1,2-dihydroxy-l-cyclobutene-3,4-dione). The solvent is O (water), O (water). Yields the product C(CCC)OC1=C(C(C1=O)=O)OCCCC (1,2-Dibutoxy-1-cyclobutene -3,4-dione). Reaction SMILES: [CH2:1]([OH:5])[CH2:2][CH2:3][CH3:4].[C:6]1([CH3:12])[CH:11]=[CH:10]C=CC=1.[OH:13][C:14]1[C:17](=O)[C:16](=[O:19])[C:15]=1[OH:20]>O>[CH2:1]([O:5][C:17]1[C:14](=[O:13])[C:15](=[O:20])[C:16]=1[O:19][CH2:10][CH2:11][CH2:6][CH3:12])[CH2:2][CH2:3][CH3:4]. Reported procedure: A mixture of 1-butanol (48 mL), toluene (32 mL), and 1,2-dihydroxy-l-cyclobutene-3,4-dione (16.0 g, 0.1402 mole) was heated at reflux under a nitrogen atmosphere with stirring under a Dean-Stark water separator until water stopped passing over. The resulting solution of the title compound was cooled to 0°-5° C. The reactants are F[C@H]1C[C@H](N(C1)C(=O)OC(C)(C)C)C(N[C@H]1CC[C@@H]2CNC[C@@H]21)=O ((2S,4S)-tert-butyl 4-fluoro-2-((3aR,4S,6aS)-octahydrocyclopenta[c]pyrrol-4-ylcarbamoyl)pyrrolidine-1-carboxylate), ClC=1N=NC(=CC1)C(F)(F)F (3-chloro-6-(trifluoromethyl)pyridazine), BrC1=NC=CC(=C1)C(F)(F)F (2-bromo-4-(trifluoromethyl)pyridine). The product is CN[C@@H](CC(C)C)C(=O)N[C@H]1CC[C@@H]2CN(C[C@@H]21)C=2N=NC(=CC2)C(F)(F)F (N2-methyl-N-{(3aR,4S,6aS)-2-[6-(trifluoromethyl)pyridazin-3-yl]octahydrocyclopenta[c]pyrrol-4-yl}-L-leucinamide). As a reaction SMILES: F[C@@H:2]1[CH2:6][N:5]([C:7](OC(C)(C)C)=O)[C@H:4]([C:14](=[O:24])[NH:15][C@@H:16]2[C@@H:23]3[C@@H:19]([CH2:20][NH:21][CH2:22]3)[CH2:18][CH2:17]2)[CH2:3]1.Cl[C:26]1[N:27]=[N:28][C:29]([C:32]([F:35])([F:34])[F:33])=[CH:30][CH:31]=1.Br[C:37]1C=C(C(F)(F)F)C=CN=1>>[CH3:7][NH:5][C@H:4]([C:14]([NH:15][C@@H:16]1[C@@H:23]2[C@@H:19]([CH2:20][N:21]([C:26]3[N:27]=[N:28][C:29]([C:32]([F:35])([F:34])[F:33])=[CH:30][CH:31]=3)[CH2:22]2)[CH2:18][CH2:17]1)=[O:24])[CH2:3][CH:2]([CH3:6])[CH3:37]. Reported procedure: The title compound was prepared by substituting tert-butyl methyl((S)-4-methyl-1-((3aR,4S,6aS)-octahydrocyclopenta[c]pyrrol-4-ylamino)-1-oxopentan-2-yl)carbamate from Example 619 Step 1 for (2S,4S)-tert-butyl 4-fluoro-2-((3aR,4S,6aS)-octahydrocyclopenta[c]pyrrol-4-ylcarbamoyl)pyrrolidine-1-carboxylate and 3-chloro-6-(trifluoromethyl)pyridazine for 2-bromo-4-(trifluoromethyl)pyridine in the procedure described in Example 637: 1H NMR (400 MHz, pyridine-d5) δ ppm 7.76 (s, 1H), 7.46 (d, J=9.4, 1H), ... The solvent is C(=O)(C(F)(F)F)O (TFA). RXN SMILES: [CH:1]1([C:5]2[C:13]([C:14]3[NH:18][C:17]([O:19][CH3:20])=[N:16][N:15]=3)=[CH:12][C:8]([C:9](N)=[O:10])=[C:7]([CH3:21])[CH:6]=2)[CH2:4][CH2:3][CH2:2]1.N([O-])=[O:23].[Na+]>C(O)(C(F)(F)F)=O>[CH:1]1([C:5]2[C:13]([C:14]3[NH:18][C:17]([O:19][CH3:20])=[N:16][N:15]=3)=[CH:12][C:8]([C:9]([OH:23])=[O:10])=[C:7]([CH3:21])[CH:6]=2)[CH2:4][CH2:3][CH2:2]1 |f:1.2|. Reactants: C1(CCC1)C1=CC(=C(C(=O)N)C=C1C1=NN=C(N1)OC)C (4-cyclobutyl-5-(5-methoxy-4H-1,2,4-triazol-3-yl)-2-methylbenzamide), C1(CCC1)C1=CC(=C(C(=O)N)C=C1C1=NN=C(N1)OC)C (4-cyclobutyl-5-(5-methoxy-4H-1,2,4-triazol-3-yl)-2-methylbenzamide), N(=O)[O-].[Na+] (NaNO2). Reported procedure: To a solution of 4-cyclobutyl-5-(5-methoxy-4H-1,2,4-triazol-3-yl)-2-methylbenzamide (compound 89.8, 0.1 g, 0.33 mmol) in TFA (5 mL) at 0° C., was added NaNO2 (46 mg, 0.66 mmol). The mixture was stirred at 0° C. for 1 hour, then at room temperature for 2 hours. The mixture was concentrated under reduced pressure and the residue was partitioned between EtOAc and brine. The aqueous layer was extracted with EtOAc and the combined organic layers were dried (Na2SO4), filtered and concentrated under re... Yields the product C1(CCC1)C1=CC(=C(C(=O)O)C=C1C1=NN=C(N1)OC)C (4-Cyclobutyl-5-(5-methoxy-4H-1,2,4-triazol-3-yl)-2-methylbenzoic acid). Reaction conditions: temperature 0 celsius, time 1 hour. Starting materials: BrC=1C=C2CCC(NC2=C(C1)F)=S (6-bromo-8-fluoro-3,4-dihydroquinoline-2(1H)-thione), C(C)(=O)NN (acetic hydrazide). Run in C(CCC)O (n-butanol). Run at temperature 120 celsius. Yields the product BrC=1C=C2CCC=3N(C2=C(C1)F)C(=NN3)C (7-bromo-9-fluoro-1-methyl-4,5-dihydro-[1,2,4]triazolo[4,3-a]quinoline). RXN SMILES: [Br:1][C:2]1[CH:3]=[C:4]2[C:9](=[C:10]([F:12])[CH:11]=1)[NH:8][C:7](=S)[CH2:6][CH2:5]2.[C:14]([NH:17][NH2:18])(=O)[CH3:15]>C(O)CCC>[Br:1][C:2]1[CH:3]=[C:4]2[C:9](=[C:10]([F:12])[CH:11]=1)[N:8]1[C:14]([CH3:15])=[N:17][N:18]=[C:7]1[CH2:6][CH2:5]2. Reported procedure: To a stirred solution of 6-bromo-8-fluoro-3,4-dihydroquinoline-2(1H)-thione (109-4; 3.0 g, 0.011 mol) in n-butanol (25 mL) was added acetic hydrazide (4.81 g, 0.065 mol) and then followed by the addition of molecular sieves. Reaction mass was heated to 120° C. for 16 h. The reaction mixture was concentrated and directly purified by silica gel column chromatography to obtain title compound. MS (M+1): 284.2. Starting materials: FC1=C(C=CC(=C1)F)C(CCC(=O)O)=O (4-(2,4-difluorophenyl)-4-oxobutanoic acid), C1(=CC=CC=C1)C (toluene), [I-].CP(C1=CC=CC=C1)(C1=CC=CC=C1)C1=CC=CC=C1 (methyl triphenylphosphine iodide), CC(C)([O-])C.[Na+] (sodium tertiary butoxide). The solvent is O (Water). Conditions: temperature 52.5 celsius, time 7 hour. Product: FC1=C(C=CC(=C1)F)C(CCC(=O)O)=C (4-(2,4-difluorophenyl)pent-4-enoic acid). As a reaction SMILES: [F:1][C:2]1[CH:7]=[C:6]([F:8])[CH:5]=[CH:4][C:3]=1[C:9](=O)[CH2:10][CH2:11][C:12]([OH:14])=[O:13].[C:16]1(C)C=CC=CC=1.[I-].CP(C1C=CC=CC=1)(C1C=CC=CC=1)C1C=CC=CC=1.CC(C)([O-])C.[Na+]>O>[F:1][C:2]1[CH:7]=[C:6]([F:8])[CH:5]=[CH:4][C:3]=1[C:9](=[CH2:16])[CH2:10][CH2:11][C:12]([OH:14])=[O:13] |f:2.3,4.5|. Procedure: To a mixture of 4-(2,4-difluorophenyl)-4-oxobutanoic acid (100 g) and toluene (1000 ml), added methyl triphenylphosphine iodide (377.5 g) and sodium tertiary butoxide (183 g) at 25-30° C. Heated the reaction mixture to 50-55° C. and stirred for 6-8 hours at the same temperature. After completion of the reaction, cooled the reaction mixture to 25-30° C. Water was added to the reaction mixture and both organic and aqueous layers were separated. pH of aqueous layer was adjusted to 11 using 50% hydr...